Dataset: the Open Reaction Database (ORD), a public repository of structured organic reaction records. Task: describe an organic reaction: reactants, conditions, products, and yield Reaction SMILES: [CH:1]([C:3]1[O:7][N:6]=[C:5]([C:8]2[CH:13]=[CH:12][CH:11]=[CH:10][N:9]=2)[CH:4]=1)=[O:2].[CH3:14][Mg]I>C1COCC1>[OH:2][CH:1]([C:3]1[O:7][N:6]=[C:5]([C:8]2[CH:13]=[CH:12][CH:11]=[CH:10][N:9]=2)[CH:4]=1)[CH3:14]. Conditions: time 1.5 hour. Procedure: To a mixture of 2-(5-formyl-isoxazol-3-yl)-pyridine (3 gm) in THF (30 ml) was added methyl magnesium iodide (19 ml, 1.4 M solution in THF) at 0° C. over a period of 15 minutes. The reaction was stirred for 1.5 h and monitored by TLC. The reaction was quenched by addition of aqueous ammonium chloride solution (20 ml) and extracted with ethyl acetate (100 ml×2). Combined organic layers was washed with water and evaporated under vacuum to provide 1.9 gm crude mass, which was purified by using silic... Run in C1CCOC1 (THF). Yields the product OC(C)C1=CC(=NO1)C1=NC=CC=C1 ((RS)-2-(5-(1-Hydroxyethyl)-isoxazol-3-yl)-pyridine). The reactants are C(=O)C1=CC(=NO1)C1=NC=CC=C1 (2-(5-formyl-isoxazol-3-yl)-pyridine), C[Mg]I (methyl magnesium iodide). Reactants: [O-]S(=O)S(=O)[O-].[Na+].[Na+] (Na2S2O4), C(C1=CC=CC=C1)OC1=C(C(=O)OC2=CC=CC=C2)C(=C(C=C1[N+](=O)[O-])F)C (phenyl 2-(benzyloxy)-5-fluoro-6-methyl-3-nitrobenzoate), CCOC(=O)C (EtOAc). Run in O (water), C1CCOC1 (THF). Product: NC=1C(=C(C(=O)OC2=CC=CC=C2)C(=C(C1)F)C)OCC1=CC=CC=C1 (Phenyl 3-amino-2-(benzyloxy)-5-fluoro-6-methylbenzoate). Isolated yield 108.1%. As a reaction SMILES: [CH2:1]([O:8][C:9]1[C:23]([N+:24]([O-])=O)=[CH:22][C:21]([F:27])=[C:20]([CH3:28])[C:10]=1[C:11]([O:13][C:14]1[CH:19]=[CH:18][CH:17]=[CH:16][CH:15]=1)=[O:12])[C:2]1[CH:7]=[CH:6][CH:5]=[CH:4][CH:3]=1.[O-]S(S([O-])=O)=O.[Na+].[Na+].CCOC(C)=O>C1COCC1.O>[NH2:24][C:23]1[C:9]([O:8][CH2:1][C:2]2[CH:7]=[CH:6][CH:5]=[CH:4][CH:3]=2)=[C:10]([C:20]([CH3:28])=[C:21]([F:27])[CH:22]=1)[C:11]([O:13][C:14]1[CH:15]=[CH:16][CH:17]=[CH:18][CH:19]=1)=[O:12] |f:1.2.3|. Reported procedure: A solution of compound 65 (700 g, 1.84 mol) in THF (7 L) was cooled to 12° C. and stirred while adding a solution of Na2S2O4 (1599 g, 9.18 mol) in water (7.0 L) was added to the reaction with stirring. The exotherm was controlled by addition rate so that the reaction mixture temperature was below 17° C. The reaction mixture was then allowed to stir for 15 hours prior to adding 15.3 L EtOAc. The layers were separated and the organic layer was washed with successively with water (2×4 L and brine (... The reactants are Cc1ccccc1-n1c(CCl)nc2cccc(Cl)c2c1=O, [K+], [K+], O=C([O-])[O-], CN(C)C=O, O, Sc1ncnc2nc[nH]c12. Product: Cc1ccccc1-n1c(CSc2ncnc3[nH]cnc23)nc2cccc(Cl)c2c1=O. Reaction SMILES: [Cl:1][c:2]1[c:3]2[c:4](=[O:21])[n:5](-[c:14]3[c:15]([CH3:20])[cH:16][cH:17][cH:18][cH:19]3)[c:6]([CH2:12][Cl:13])[n:7][c:8]2[cH:9][cH:10][cH:11]1.[K+:33].[K+:34].[O-:35][C:36]([O-:37])=[O:38].[O:39]=[CH:40][N:41]([CH3:42])[CH3:43].[OH2:22].[SH:23][c:24]1[c:25]2[nH:26][cH:27][n:28][c:29]2[n:30][cH:31][n:32]1>>[Cl:1][c:2]1[c:3]2[c:4](=[O:21])[n:5](-[c:14]3[c:15]([CH3:20])[cH:16][cH:17][cH:18][cH:19]3)[c:6]([CH2:12][S:23][c:24]3[c:25]4[n:26][cH:27][nH:28][c:29]4[n:30][cH:31][n:32]3)[n:7][c:8]2[cH:9][cH:10][cH:11]1.